This data is from the Open Reaction Database (ORD), a public repository of structured organic reaction records. The task is: describe an organic reaction: reactants, conditions, products, and yield Starting materials: O=C(n1ccnc1)n1ccnc1, ClCCl, CC(C)(C)OC(=O)N1CCN(CC2(C)Cn3cc([N+](=O)[O-])nc3O2)CC1, OCc1ccc(C(F)(F)F)cc1, CN(C)C=O, O=C(O)C(F)(F)F. Yields the product CC1(CN2CCN(C(=O)OCc3ccc(C(F)(F)F)cc3)CC2)Cn2cc([N+](=O)[O-])nc2O1. RXN SMILES: [C:34]([n:35]1[cH:36][cH:37][n:38][cH:39]1)([n:40]1[cH:41][cH:42][n:43][cH:44]1)=[O:45].[CH2:63]([Cl:64])[Cl:65].[CH3:1][C:2]1([CH2:13][N:14]2[CH2:15][CH2:16][N:17]([C:20](=[O:21])[O:22][C:23]([CH3:24])([CH3:25])[CH3:26])[CH2:18][CH2:19]2)[CH2:3][n:4]2[c:5]([n:7][c:8]([N+:10](=[O:11])[O-:12])[cH:9]2)[O:6]1.[F:46][C:47]([c:48]1[cH:49][cH:50][c:51]([CH2:52][OH:53])[cH:54][cH:55]1)([F:56])[F:57].[O:58]=[CH:59][N:60]([CH3:61])[CH3:62].[OH:27][C:28]([C:29]([F:30])([F:31])[F:32])=[O:33]>>[CH3:1][C:2]1([CH2:13][N:14]2[CH2:15][CH2:16][N:17]([C:20](=[O:21])[O:22][CH2:52][c:51]3[cH:50][cH:49][c:48]([C:47]([F:46])([F:56])[F:57])[cH:55][cH:54]3)[CH2:18][CH2:19]2)[CH2:3][n:4]2[c:5]([n:7][c:8]([N+:10](=[O:11])[O-:12])[cH:9]2)[O:6]1. Reactants: CC(C)CN, CCCC(O)C(NC(=O)OC(C)(C)C)C(=O)OC. Product: CCCC(O)C(NC(=O)OC(C)(C)C)C(=O)NCC(C)C. Reaction SMILES: [CH2:19]([CH:20]([CH3:21])[CH3:22])[NH2:23].[CH3:1][O:2][C:3]([CH:4]([CH:5]([CH2:6][CH2:7][CH3:8])[OH:9])[NH:10][C:11](=[O:12])[O:13][C:14]([CH3:15])([CH3:16])[CH3:17])=[O:18]>>[C:3]([CH:4]([CH:5]([CH2:6][CH2:7][CH3:8])[OH:9])[NH:10][C:11](=[O:12])[O:13][C:14]([CH3:15])([CH3:16])[CH3:17])(=[O:18])[NH:23][CH2:19][CH:20]([CH3:21])[CH3:22].